From a dataset of the Open Reaction Database (ORD), a public repository of structured organic reaction records. describe an organic reaction: reactants, conditions, products, and yield Starting materials: ClCCBr, CN(C)C=O, CCOC(C)=O, CCOC(=O)Cc1ccc(Cl)nc1, Cl, [H-], [Na+]. Yields the product CCOC(=O)C1(c2ccc(Cl)nc2)CC1. RXN SMILES: [Br:21][CH2:22][CH2:23][Cl:24].[CH3:16][N:17]([CH3:18])[CH:19]=[O:20].[CH3:26][CH2:27][O:28][C:29]([CH3:30])=[O:31].[Cl:3][c:4]1[cH:5][cH:6][c:7]([CH2:10][C:11](=[O:12])[O:13][CH2:14][CH3:15])[cH:8][n:9]1.[ClH:25].[H-:1].[Na+:2]>>[Cl:3][c:4]1[cH:5][cH:6][c:7]([C:10]2([C:11](=[O:12])[O:13][CH2:14][CH3:15])[CH2:22][CH2:23]2)[cH:8][n:9]1. RXN SMILES: [C:1]1([N:7]2[N:11]3[CH2:12][CH2:13][CH2:14][CH2:15][C:10]3=[CH:9][C:8]2=[O:16])[CH:6]=[CH:5][CH:4]=[CH:3][CH:2]=1.[Br:17]N1C(=O)CCC1=O>C(Cl)Cl.[Al]>[Br:17][C:9]1[C:8](=[O:16])[N:7]([C:1]2[CH:2]=[CH:3][CH:4]=[CH:5][CH:6]=2)[N:11]2[CH2:12][CH2:13][CH2:14][CH2:15][C:10]=12. Reaction conditions: time 24 hour. The reactants are C1(=CC=CC=C1)N1C(C=C2N1CCCC2)=O (1-phenyl-4,5,6,7-tetrahydro-pyrazolo[1,5-a]pyridin-2-one), BrN1C(CCC1=O)=O (N-bromosuccinimide). Run in [Al] (aluminium), C(Cl)Cl (methylene chloride). Procedure: To a solution of 1-phenyl-4,5,6,7-tetrahydro-pyrazolo[1,5-a]pyridin-2-one (0.21 g) in methylene chloride (4 mL) was added N-bromosuccinimide (0.18 g). The reaction vessel was wrapped in aluminium foil and stirred for 24 hours. The solvent was evaporated in vacuo and the residue was dissolved in EtOAc and water. The phases were separated and the aqueous phase was extracted with more EtOAc. The combined organic phases were washed with brine, dried over sodium sulfate, filtered and reduced in vacuo... The yield is 52.2%. Yields the product BrC=1C(N(N2C1CCCC2)C2=CC=CC=C2)=O (3-bromo-1-phenyl-4,5,6,7-tetrahydro-pyrazolo[1,5-a]pyridin-2-one). Starting materials: C1(=CC=CC=C1)C(OC1CCNCC1)C1=CC=CC=C1 (4-(diphenylmethoxy)piperidine), [I-].[K+] (potassium iodide), C([O-])([O-])=O.[K+].[K+] (potassium carbonate), Ice water, CS(=O)(=O)OCCNC=1C=CC=2N(N1)C=C(N2)C(C(=O)OC(C)C)(C)C (isopropyl 2-[6-[2-(methanesulfonyloxy) ethylamino]imidazo[1,2-b]pyridazin-2-yl]-2-methylpropionate), [Cl-].[Na+] (sodium chloride). The solvent is CN(C=O)C (N,N-dimethylformamide). Conditions: temperature 60 celsius, time 2 hour. Product: C1(=CC=CC=C1)C(OC1CCN(CC1)CCNC=1C=CC=2N(N1)C=C(N2)C(C(=O)O)(C)C)C2=CC=CC=C2 (2-[6-[2-[4-(diphenylmethoxy)piperidino] ethylamino]imidazo[1,2-b]pyridazin-2-yl]-2-methylpropionic acid). Yield: 37.8%. RXN SMILES: CS(O[CH2:6][CH2:7][NH:8][C:9]1[CH:10]=[CH:11][C:12]2[N:13]([CH:15]=[C:16]([C:18]([CH3:26])([CH3:25])[C:19]([O:21]C(C)C)=[O:20])[N:17]=2)[N:14]=1)(=O)=O.[C:27]1([CH:33]([C:41]2[CH:46]=[CH:45][CH:44]=[CH:43][CH:42]=2)[O:34][CH:35]2[CH2:40][CH2:39][NH:38][CH2:37][CH2:36]2)[CH:32]=[CH:31][CH:30]=[CH:29][CH:28]=1.[I-].[K+].C(=O)([O-])[O-].[K+].[K+].[Cl-].[Na+]>CN(C)C=O>[C:41]1([CH:33]([C:27]2[CH:28]=[CH:29][CH:30]=[CH:31][CH:32]=2)[O:34][CH:35]2[CH2:40][CH2:39][N:38]([CH2:6][CH2:7][NH:8][C:9]3[CH:10]=[CH:11][C:12]4[N:13]([CH:15]=[C:16]([C:18]([CH3:25])([CH3:26])[C:19]([OH:21])=[O:20])[N:17]=4)[N:14]=3)[CH2:37][CH2:36]2)[CH:42]=[CH:43][CH:44]=[CH:45][CH:46]=1 |f:2.3,4.5.6,7.8|. Reported procedure: 1.13 g of isopropyl 2-[6-[2-(methanesulfonyloxy) ethylamino]imidazo[1,2-b]pyridazin-2-yl]-2-methylpropionate was dissolved in 15 ml of N,N-dimethylformamide; 943 mg of 4-(diphenylmethoxy)piperidine, 586 mg of potassium iodide and 488 mg of potassium carbonate were added, followed by stirring at 60° C. for 2 hours. Ice water was added; the mixture was saturated with sodium chloride and extracted with ethyl acetate; the extract was washed with saturated saline and dried with magnesium sulfate. The... Solvent: CN(C)C=O (DMF). Reported procedure: A solution of 4-fluoro-3-nitrophenol (2.1 g, 13 mmol), potassium carbonate (2.2 g, 16 mmol), 2-(chloromethyl)benzo[d]thiazole (2.4 g, 13 mmol) and DMF (15 mL) was stirred at 80° C. for 6 h. The reaction mixture was cooled to RT and poured onto ice water (300 mL). Solid precipitate was collected by vacuum filtration and dried in a vacuum oven at 60° C. to provide the title product, which was used without purification. MS (ESI): mass calcd. for C14H9FN2O3S, 304.1; m/z found, 305.1 [M+H]+. 1H-NMR (... As a reaction SMILES: [F:1][C:2]1[CH:7]=[CH:6][C:5]([OH:8])=[CH:4][C:3]=1[N+:9]([O-:11])=[O:10].C(=O)([O-])[O-].[K+].[K+].Cl[CH2:19][C:20]1[S:21][C:22]2[CH:28]=[CH:27][CH:26]=[CH:25][C:23]=2[N:24]=1>CN(C=O)C>[F:1][C:2]1[CH:7]=[CH:6][C:5]([O:8][CH2:19][C:20]2[S:21][C:22]3[CH:28]=[CH:27][CH:26]=[CH:25][C:23]=3[N:24]=2)=[CH:4][C:3]=1[N+:9]([O-:11])=[O:10] |f:1.2.3|. Yields the product FC1=C(C=C(OCC=2SC3=C(N2)C=CC=C3)C=C1)[N+](=O)[O-] (2-((4-Fluoro-3-nitrophenoxy)methyl)benzo[d]thiazole). The reactants are FC1=C(C=C(C=C1)O)[N+](=O)[O-] (4-fluoro-3-nitrophenol), C([O-])([O-])=O.[K+].[K+] (potassium carbonate), ClCC=1SC2=C(N1)C=CC=C2 (2-(chloromethyl)benzo[d]thiazole). The reactants are C(C1=CC=CC=C1)NCC1CC1 (benzyl-cyclopropylmethylamine). Solvent: C(Cl)Cl.CO (CH2Cl2 MeOH). The product is C(C1=CC=CC=C1)NC1CC1 (Benzyl-cyclopropyl-amine). As a reaction SMILES: [CH2:1]([NH:8][CH2:9][CH:10]1[CH2:12]C1)[C:2]1[CH:7]=[CH:6][CH:5]=[CH:4][CH:3]=1>C(Cl)Cl.CO>[CH2:1]([NH:8][CH:9]1[CH2:10][CH2:12]1)[C:2]1[CH:3]=[CH:4][CH:5]=[CH:6][CH:7]=1 |f:1.2|. Procedure details: The title compound is prepared analogously as described for benzyl-cyclopropylmethylamine. TLC, Rf (CH2Cl2/MeOH 95:5)=0.1, MS (LC-MS): 148.2 [M+H]+. Reactants: COC(CCNC(C1=CC=C(C=C1)C(CCCCCC)OC1=CC=C(C=C1)OCC1=CC=C(C=C1)C(C)(C)C)=O)=O (3-(4-{1-[4-(4-tert-Butyl-benzyloxy)-phenoxy]-heptyl}-benzoylamino)-propionic acid methyl ester), Cl (HCl). The solvent is C(C)OCC (diethyl ether), O (water), C1CCOC1 (THF), [OH-].[Na+] (NaOH). Yields the product C(C)(C)(C)C1=CC=C(COC2=CC=C(OC(CCCCCC)C3=CC=C(C(=O)NCCC(=O)O)C=C3)C=C2)C=C1 (Racemic 3-(4-{1-[4-(4-tert-Butyl-benzyloxy)-phenoxy]-heptyl}-benzoylamino)-propionic acid). RXN SMILES: C[O:2][C:3](=[O:41])[CH2:4][CH2:5][NH:6][C:7](=[O:40])[C:8]1[CH:13]=[CH:12][C:11]([CH:14]([O:21][C:22]2[CH:27]=[CH:26][C:25]([O:28][CH2:29][C:30]3[CH:35]=[CH:34][C:33]([C:36]([CH3:39])([CH3:38])[CH3:37])=[CH:32][CH:31]=3)=[CH:24][CH:23]=2)[CH2:15][CH2:16][CH2:17][CH2:18][CH2:19][CH3:20])=[CH:10][CH:9]=1.Cl>C1COCC1.[OH-].[Na+].C(OCC)C.O>[C:36]([C:33]1[CH:34]=[CH:35][C:30]([CH2:29][O:28][C:25]2[CH:26]=[CH:27][C:22]([O:21][CH:14]([C:11]3[CH:10]=[CH:9][C:8]([C:7]([NH:6][CH2:5][CH2:4][C:3]([OH:41])=[O:2])=[O:40])=[CH:13][CH:12]=3)[CH2:15][CH2:16][CH2:17][CH2:18][CH2:19][CH3:20])=[CH:23][CH:24]=2)=[CH:31][CH:32]=1)([CH3:37])([CH3:38])[CH3:39] |f:3.4|. Procedure details: The 3-(4-{1-[4-(4-tert-Butyl-benzyloxy)-phenoxy]-heptyl}-benzoylamino)-propionic acid methyl ester is dissolved in the THF (1.0 mL) and 5N NaOH (1.0 mL) is added. The mixture is heated to reflux under nitrogen and monitored by HPLC. Upon complete conversion, the reaction is neutralized with 5N HCl (1.0 mL), diluted with diethyl ether and water. The two phases are separated and the organic layer is washed, dried, and concentrated to provide the title compound (80 mg, 0.15 mmol). MS (ES): 544.2 [M... Reactants: [N+](=O)([O-])C1=CC=C(C=C1)OC(=O)C=1C2=C(C(=NC1)OC(F)F)OC(=C2)CC (7-difluromethoxy-2-ethylfuro[2,3-c]pyridine-4-carboxylic acid 4-nitrophenyl ester), NC1=C(C=NN1C)C#N (5-amino-1-methyl-1H-pyrazole-4-carbonitrile). Yields the product C(#N)C1=C(N(N=C1)C)NC(=O)C=1C2=C(C(=NC1)OC(F)F)OC(=C2)CC (7-Difluoromethoxy-2-ethylfuro[2,3-c]pyridine-4-carboxylic acid (4-cyano-2-methyl-2H-pyrazol-3-yl)amide). Yield: 52.3%. RXN SMILES: [N+](C1C=CC(O[C:11]([C:13]2[C:14]3[CH:25]=[C:24]([CH2:26][CH3:27])[O:23][C:15]=3[C:16]([O:19][CH:20]([F:22])[F:21])=[N:17][CH:18]=2)=[O:12])=CC=1)([O-])=O.[NH2:28][C:29]1[N:33]([CH3:34])[N:32]=[CH:31][C:30]=1[C:35]#[N:36]>>[C:35]([C:30]1[CH:31]=[N:32][N:33]([CH3:34])[C:29]=1[NH:28][C:11]([C:13]1[C:14]2[CH:25]=[C:24]([CH2:26][CH3:27])[O:23][C:15]=2[C:16]([O:19][CH:20]([F:21])[F:22])=[N:17][CH:18]=1)=[O:12])#[N:36]. Procedure details: Starting from 7-difluromethoxy-2-ethylfuro[2,3-c]pyridine-4-carboxylic acid 4-nitrophenyl ester (100 mg) and 5-amino-1-methyl-1H-pyrazole-4-carbonitrile (65 mg). Purification by column chromatography on silica eluting with 2-3% methanol in dichloromethane followed by trituration with diethyl ether afforded the title compound as a white solid (50 mg). Reactants: BrC=1C=C2C(=NC1)OC1=CC=C(C=C1[C@]21N=C(OC1)N)C=1C=NC=NC1 ((S)-3-bromo-7-(pyrimidin-5-yl)-5′H-spiro[chromeno[2,3-b]pyridine-5,4′-oxazol]-2′-amine), CC(C)(C#C)O (2-methylbut-3-yn-2-ol), C1CCOC1 (THF), CN(C)C=O (DMF). The reagents and catalysts are [Cu]I (copper(i) iodide), C=1C=CC(=CC1)[P](C=2C=CC=CC2)(C=3C=CC=CC3)[Pd]([P](C=4C=CC=CC4)(C=5C=CC=CC5)C=6C=CC=CC6)([P](C=7C=CC=CC7)(C=8C=CC=CC8)C=9C=CC=CC9)[P](C=1C=CC=CC1)(C=1C=CC=CC1)C=1C=CC=CC1 (tetrakis(triphenylphosphine)palladium). Run in O (water). Run at temperature 110 celsius. Product: NC=1OC[C@]2(N1)C1=CC(=CC=C1OC1=NC=C(C=C12)C#CC(C)(O)C)C=1C=NC=NC1 ((S)-4-(2′-amino-7-(pyrimidin-5-yl)-5′H-spiro[chromeno[2,3-b]pyridine-5,4′-oxazole]-3-yl)-2-methylbut-3-yn-2-ol). RXN SMILES: Br[C:2]1[CH:3]=[C:4]2[C@:15]3([CH2:19][O:18][C:17]([NH2:20])=[N:16]3)[C:14]3[C:9](=[CH:10][CH:11]=[C:12]([C:21]4[CH:22]=[N:23][CH:24]=[N:25][CH:26]=4)[CH:13]=3)[O:8][C:5]2=[N:6][CH:7]=1.C1COCC1.CN(C=O)C.[CH3:37][C:38]([OH:42])([C:40]#[CH:41])[CH3:39]>O.C1C=CC([P]([Pd]([P](C2C=CC=CC=2)(C2C=CC=CC=2)C2C=CC=CC=2)([P](C2C=CC=CC=2)(C2C=CC=CC=2)C2C=CC=CC=2)[P](C2C=CC=CC=2)(C2C=CC=CC=2)C2C=CC=CC=2)(C2C=CC=CC=2)C2C=CC=CC=2)=CC=1.[Cu]I>[NH2:20][C:17]1[O:18][CH2:19][C@:15]2([C:4]3[C:5](=[N:6][CH:7]=[C:2]([C:41]#[C:40][C:38]([CH3:39])([OH:42])[CH3:37])[CH:3]=3)[O:8][C:9]3[C:14]2=[CH:13][C:12]([C:21]2[CH:22]=[N:23][CH:24]=[N:25][CH:26]=2)=[CH:11][CH:10]=3)[N:16]=1 |^1:47,49,68,87|. Procedure details: Combined (S)-3-bromo-7-(pyrimidin-5-yl)-5′H-spiro[chromeno[2,3-b]pyridine-5,4′-oxazol]-2′-amine (99 mg, 0.242 mmol), tetrakis(triphenylphosphine)palladium (28.0 mg, 0.024 mmol), copper(i) iodide (4.61 mg, 0.024 mmol) and THF (969 μL, 0.242 mmol) and DMF (969 μL, 0.242 mmol). Added DIPA (679 μL, 4.85 mmol) then 2-methylbut-3-yn-2-ol (118 μL, 1.211 mmol) and flushed the reaction tube with argon. Sealed and heated at 110° C. for 2 hours. The mixture was diluted with water and extracted with EtOAc (... The reactants are FC1=C(C=C(COCC=CC[C@H](C(=O)N2C(OC[C@@H]2C(C)C)=O)OC2=CC(=C(C=C2)F)C)C=C1)C ((S)-3-((R)-6-(4-fluoro-3-methylbenzyloxy)-2-(4-fluoro-3-methylphenoxy)hex-4-enoyl)-4-isopropyloxazolidin-2-one). Solvent: C1=CC=CC=C1 (benzene). Reaction conditions: time 8 hour. Yields the product FC1=C(C=C(COCCCC[C@H](C(=O)N2C(OC[C@@H]2C(C)C)=O)OC2=CC(=C(C=C2)F)C)C=C1)C ((S)-3-((R)-6-(4-Fluoro-3-methylbenzyloxy)-2-(4-fluoro-3-methylphenoxy)hexanoyl)-4-isopropyloxazolidin-2-one). The yield is 97.0%. As a reaction SMILES: [F:1][C:2]1[CH:34]=[CH:33][C:5]([CH2:6][O:7][CH2:8][CH:9]=[CH:10][CH2:11][C@@H:12]([O:24][C:25]2[CH:30]=[CH:29][C:28]([F:31])=[C:27]([CH3:32])[CH:26]=2)[C:13]([N:15]2[C@@H:19]([CH:20]([CH3:22])[CH3:21])[CH2:18][O:17][C:16]2=[O:23])=[O:14])=[CH:4][C:3]=1[CH3:35]>C1C=CC=CC=1>[F:1][C:2]1[CH:34]=[CH:33][C:5]([CH2:6][O:7][CH2:8][CH2:9][CH2:10][CH2:11][C@@H:12]([O:24][C:25]2[CH:30]=[CH:29][C:28]([F:31])=[C:27]([CH3:32])[CH:26]=2)[C:13]([N:15]2[C@@H:19]([CH:20]([CH3:21])[CH3:22])[CH2:18][O:17][C:16]2=[O:23])=[O:14])=[CH:4][C:3]=1[CH3:35]. Reported procedure: (S)-3-((R)-6-(4-fluoro-3-methylbenzyloxy)-2-(4-fluoro-3-methylphenoxy)hex-4-enoyl)-4-isopropyloxazolidin-2-one (430 mg, 0.88 mmol) was dissolved into 4 mL benzene and to it added Wilkinson catalysis (81.0 mg, 0.088 mmol). The solution was saturated with H2 (stream of H2 bubbled through solution) and then stirred for 8 h at room temperature under an atmosphere of hydrogen balloon. The solvent was removed under reduced pressure and the product isolated by flash column chromatography eluting with 0...